From a dataset of the Open Reaction Database (ORD), a public repository of structured organic reaction records. describe an organic reaction: reactants, conditions, products, and yield Starting materials: CO, CC(=O)OCC(=O)N1CCN(c2ccc(C3=NOC(COc4ccon4)C3)cc2F)CC1, N, C1CCOC1. Product: O=C(CO)N1CCN(c2ccc(C3=NOC(COc4ccon4)C3)cc2F)CC1. As a reaction SMILES: [CH3:34][OH:35].[F:1][c:2]1[cH:3][c:4]([C:21]2=[N:22][O:23][CH:24]([CH2:26][O:27][c:28]3[n:29][o:30][cH:31][cH:32]3)[CH2:25]2)[cH:5][cH:6][c:7]1[N:8]1[CH2:9][CH2:10][N:11]([C:14]([CH2:15][O:16][C:17](=[O:18])[CH3:19])=[O:20])[CH2:12][CH2:13]1.[NH3:33].[O:36]1[CH2:37][CH2:38][CH2:39][CH2:40]1>>[F:1][c:2]1[cH:3][c:4]([C:21]2=[N:22][O:23][CH:24]([CH2:26][O:27][c:28]3[n:29][o:30][cH:31][cH:32]3)[CH2:25]2)[cH:5][cH:6][c:7]1[N:8]1[CH2:9][CH2:10][N:11]([C:14]([CH2:15][OH:16])=[O:20])[CH2:12][CH2:13]1. The reactants are CC1=CC=C(C=C1)S(=O)(=O)[O-].C(C)OC(=O)[C@]12NC([C@H]3N(C([C@H](CCCCC\C=C/[C@@H]1C2)[NH3+])=O)C[C@@H](C3)OC(C3=CC=C(C=C3)[N+](=O)[O-])=O)=O ((2R,6S,13aS,14aR,16aS,Z)-14a-(ethoxycarbonyl)-2-(4-nitrobenzoyloxy)-5,16-dioxo-1,2,3,5,6,7,8,9,10,11,13a,14,14a,15,16,16a-hexadecahydrocyclopropa[e]pyrrolo[1,2-a][1,4]diazacyclopentadecin-6-aminium 4-methylbenzenesulfonate), CC1=CC(=NO1)C(=O)O (5-methylisoxazole-3-carboxylic acid), CN1CCCC1=O (NMP), C(C)(C)N(CC)C(C)C (diisopropylethylamine), Propanephosphonic acid anhydride, CN1CCCC1=O (NMP). Run in 2-Me THF, CCOC(=O)C (EtOAc). Product: CC1=CC(=NO1)C(=O)N[C@H]1CCCCC\C=C/[C@H]2[C@](NC([C@H]3N(C1=O)C[C@@H](C3)OC(C3=CC=C(C=C3)[N+](=O)[O-])=O)=O)(C2)C(=O)OCC ((2R,6S,13aS,14aR,16aS,Z)-ethyl 6-(5-methylisoxazole-3-carboxamido)-2-(4-nitrobenzoyloxy)-5,16-dioxo-1,2,3,5,6,7,8,9,10,11,13a,14,14a,15,16,16a-hexadecahydrocyclopropa[e]pyrrolo[1,2-a][1,4]diazacyclopentadecine-14a-carboxylate). The yield is 93.7%. RXN SMILES: CC1C=CC(S([O-])(=O)=O)=CC=1.[CH2:12]([O:14][C:15]([C@@:17]12[CH2:32][C@H:31]1[CH:30]=[CH:29][CH2:28][CH2:27][CH2:26][CH2:25][CH2:24][C@H:23]([NH3+:33])[C:22](=[O:34])[N:21]1[CH2:35][C@H:36]([O:38][C:39](=[O:49])[C:40]3[CH:45]=[CH:44][C:43]([N+:46]([O-:48])=[O:47])=[CH:42][CH:41]=3)[CH2:37][C@H:20]1[C:19](=[O:50])[NH:18]2)=[O:16])[CH3:13].[CH3:51][C:52]1[O:56][N:55]=[C:54]([C:57](O)=[O:58])[CH:53]=1.CN1C(=O)CCC1.C(N(C(C)C)CC)(C)C>CCOC(C)=O>[CH3:51][C:52]1[O:56][N:55]=[C:54]([C:57]([NH:33][C@@H:23]2[C:22](=[O:34])[N:21]3[CH2:35][C@H:36]([O:38][C:39](=[O:49])[C:40]4[CH:41]=[CH:42][C:43]([N+:46]([O-:48])=[O:47])=[CH:44][CH:45]=4)[CH2:37][C@H:20]3[C:19](=[O:50])[NH:18][C@:17]3([C:15]([O:14][CH2:12][CH3:13])=[O:16])[CH2:32][C@H:31]3[CH:30]=[CH:29][CH2:28][CH2:27][CH2:26][CH2:25][CH2:24]2)=[O:58])[CH:53]=1 |f:0.1|. Procedure details: To a solution of (2R,6S,13aS,14aR,16aS,Z)-14a-(ethoxycarbonyl)-2-(4-nitrobenzoyloxy)-5,16-dioxo-1,2,3,5,6,7,8,9,10,11,13a,14,14a,15,16,16a-hexadecahydrocyclopropa[e]pyrrolo[1,2-a][1,4]diazacyclopentadecin-6-aminium 4-methylbenzenesulfonate (9.95 g), 5-methylisoxazole-3-carboxylic acid (2.12 g), and NMP (30.0 g) at 5° C. was added diisopropylethylamine (6.5 g). Propanephosphonic acid anhydride (5.3 g) was charged as a solution in EtOAc (5.3 g) and NMP (10 mL) to the reaction mixture. The reaction... The reactants are C(=O)(OC(C)(C)C)N1C(=NCC(C1)C)C1=CC=C(C=C1)[N+](=O)[O-] (1-Boc-5-methyl-1,4,5,6-tetrahydro-2-(4-nitrophenyl)pyrimidine), O.NN (Hydrazine monohydrate). Reagents/catalysts: [Ni] (Ni). Solvent: C(C)O (ethanol). Reaction conditions: temperature 75 celsius. The product is C(=O)(OC(C)(C)C)N1C(=NCC(C1)C)C1=CC=C(C=C1)N (1-Boc-5-methyl-1,4,5,6-tetrahydro-2-(4-aminophenyl)pyrimidine). The yield is 98.4%. RXN SMILES: [C:1]([N:8]1[CH2:13][CH:12]([CH3:14])[CH2:11][N:10]=[C:9]1[C:15]1[CH:20]=[CH:19][C:18]([N+:21]([O-])=O)=[CH:17][CH:16]=1)([O:3][C:4]([CH3:7])([CH3:6])[CH3:5])=[O:2].O.NN>C(O)C.[Ni]>[C:1]([N:8]1[CH2:13][CH:12]([CH3:14])[CH2:11][N:10]=[C:9]1[C:15]1[CH:16]=[CH:17][C:18]([NH2:21])=[CH:19][CH:20]=1)([O:3][C:4]([CH3:7])([CH3:5])[CH3:6])=[O:2] |f:1.2|. Reported procedure: Raney Ni (19.0 g) was added to a 500 mL 3-necked round bottom flask, followed by washing with anhydrous ethanol (30 mL×3) and then ethanol (50 mL) was added. To the suspension was added a solution of compound 4 (16.6 g, 52.0 mmol, 1.0 eq) in ethanol (230 mL). Hydrazine monohydrate (10.4 g 208 mmol, 4.0 eq) was added dropwise at 50° C., followed by heating to 75° C. for 5 min. Upon cooling to room temperature, the catalyst was removed by suction filtration through celite. The filtrate was evapora... Reactants: [Br-], CCCCCCCCCCCC[N+](C)(C)C1CCCCC1O, CC(=O)OC(C)=O, O, c1ccncc1. The product is [Br-], CCCCCCCCCCCC[N+](C)(C)C1CCCCC1OC(C)=O. Reaction SMILES: [Br-:1].[CH2:2]([CH2:3][CH2:4][CH2:5][CH2:6][CH2:7][CH2:8][CH2:9][CH2:10][CH2:11][CH2:12][CH3:13])[N+:14]([CH3:15])([CH3:16])[CH:17]1[CH:18]([OH:23])[CH2:19][CH2:20][CH2:21][CH2:22]1.[CH3:24][C:25](=[O:26])[O:27][C:28](=[O:29])[CH3:30].[OH2:37].[cH:31]1[cH:32][cH:33][n:34][cH:35][cH:36]1>>[Br-:1].[CH2:2]([CH2:3][CH2:4][CH2:5][CH2:6][CH2:7][CH2:8][CH2:9][CH2:10][CH2:11][CH2:12][CH3:13])[N+:14]([CH3:15])([CH3:16])[CH:17]1[CH:18]([O:23][C:25]([CH3:24])=[O:26])[CH2:19][CH2:20][CH2:21][CH2:22]1. Reactants: C(#N)C1CCN(CC1)C(=O)N1CC(CC(C1)C1=CC=C(C=C1)C(F)(F)F)C(=O)O (1-[(4-Cyanopiperidin-1-yl)carbonyl]-5-[4-(trifluoromethyl)phenyl]piperidine-3-carboxylic acid), FC=1C=C(C=CC1)C(N)=NO (3-fluoro-N′-hydroxybenzenecarboximidamide). RXN SMILES: [C:1]([CH:3]1[CH2:8][CH2:7][N:6]([C:9]([N:11]2[CH2:16][CH:15]([C:17]3[CH:22]=[CH:21][C:20]([C:23]([F:26])([F:25])[F:24])=[CH:19][CH:18]=3)[CH2:14][CH:13]([C:27](O)=[O:28])[CH2:12]2)=[O:10])[CH2:5][CH2:4]1)#[N:2].[F:30][C:31]1[CH:32]=[C:33]([C:37](=[N:39]O)[NH2:38])[CH:34]=[CH:35][CH:36]=1>>[F:30][C:31]1[CH:32]=[C:33]([C:37]2[N:39]=[C:27]([CH:13]3[CH2:14][CH:15]([C:17]4[CH:18]=[CH:19][C:20]([C:23]([F:25])([F:26])[F:24])=[CH:21][CH:22]=4)[CH2:16][N:11]([C:9]([N:6]4[CH2:5][CH2:4][CH:3]([C:1]#[N:2])[CH2:8][CH2:7]4)=[O:10])[CH2:12]3)[O:28][N:38]=2)[CH:34]=[CH:35][CH:36]=1. Product: FC=1C=C(C=CC1)C1=NOC(=N1)C1CN(CC(C1)C1=CC=C(C=C1)C(F)(F)F)C(=O)N1CCC(CC1)C#N (1-({3-[3-(3-Fluorophenyl)-1,2,4-oxadiazol-5-yl]-5-[4-(trifluoromethyl)phenyl]piperidin-1-yl}-carbonyl)piperidine-4-carbonitrile). Reported procedure: 100 mg (0.244 mmol) of 1-[(4-cyanopiperidin-1-yl)carbonyl]-5-[4-(trifluoromethyl)phenyl]piperidine-3-carboxylic acid (Example 100A) and 41.4 mg (0.269 mmol) of 3-fluoro-N′-hydroxybenzenecarboximidamide were reacted according to the General Method 1. Yield: 76.4 mg (58% of theory).